From a dataset of the Open Reaction Database (ORD), a public repository of structured organic reaction records. describe an organic reaction: reactants, conditions, products, and yield Reactants: C1=CC=CC=2C3=CC=CC=C3C(C12)COC(=O)N[C@H](C(=O)OC(C)(C)C)CC=1C=NC(=CC1)Br ((2S)-tert-butyl 2-(((9H-fluoren-9-yl)methoxy)carbonylamino)-3-(6-bromopyridin-3-yl)propanoate), [Cl-].[Ca+2].[Cl-] (calcium chloride). Solvent: C(=O)(C(F)(F)F)O (TFA). Conditions: time 2 hour. The product is Cl.C1=CC=CC=2C3=CC=CC=C3C(C12)COC(=O)NC(C(=O)O)CC=1C=NC(=CC1)Br (2-(((9H-Fluoren-9-yl)methoxy)carbonylamino)-3-(6-bromopyridin-3-yl)propanoic acid hydrochloride). The yield is 86.0%. RXN SMILES: [CH:1]1[C:13]2[CH:12]([CH2:14][O:15][C:16]([NH:18][C@@H:19]([CH2:27][C:28]3[CH:29]=[N:30][C:31]([Br:34])=[CH:32][CH:33]=3)[C:20]([O:22]C(C)(C)C)=[O:21])=[O:17])[C:11]3[C:6](=[CH:7][CH:8]=[CH:9][CH:10]=3)[C:5]=2[CH:4]=[CH:3][CH:2]=1.[Cl-:35].[Ca+2].[Cl-]>C(O)(C(F)(F)F)=O>[ClH:35].[CH:10]1[C:11]2[CH:12]([CH2:14][O:15][C:16]([NH:18][CH:19]([CH2:27][C:28]3[CH:29]=[N:30][C:31]([Br:34])=[CH:32][CH:33]=3)[C:20]([OH:22])=[O:21])=[O:17])[C:13]3[C:5](=[CH:4][CH:3]=[CH:2][CH:1]=3)[C:6]=2[CH:7]=[CH:8][CH:9]=1 |f:1.2.3,5.6|. Procedure: A solution of 1.02 g (1.95 mmol) of (2S)-tert-butyl 2-(((9H-fluoren-9-yl)methoxy)carbonylamino)-3-(6-bromopyridin-3-yl)propanoate in TFA (3.0 mL), protected from the atmosphere by a calcium chloride-filled drying tube was stirred at room temperature for two hours. The reaction mixture was concentrated in vacuo at less than 35° C. and the resulting orange oil was dissolved in 3 mL of dichloromethane to which a solution of 6 mL of 1 M HCl/ether was added. The resulting white solid was filtered and... Starting materials: CC(=O)O, CCN=C=NCCCN(C)C, CN(C)C=O, Cl, O=C(NCc1ccc2c(c1)OCO2)c1cc([N+](=O)[O-])ccc1NC1CCNCC1, On1nnc2ccccc21. The product is CC(=O)N1CCC(Nc2ccc([N+](=O)[O-])cc2C(=O)NCc2ccc3c(c2)OCO3)CC1. As a reaction SMILES: [CH3:30][C:31]([OH:32])=[O:33].[CH3:35][N:36]([CH3:37])[CH2:38][CH2:39][CH2:40][N:41]=[C:42]=[N:43][CH2:44][CH3:45].[CH3:56][N:57]([CH3:58])[CH:59]=[O:60].[ClH:34].[N+:1](=[O:2])([O-:3])[c:4]1[cH:5][cH:6][c:7]([NH:23][CH:24]2[CH2:25][CH2:26][NH:27][CH2:28][CH2:29]2)[c:8]([C:9](=[O:10])[NH:11][CH2:12][c:13]2[cH:14][c:15]3[c:16]([cH:20][cH:21]2)[O:17][CH2:18][O:19]3)[cH:22]1.[OH:46][n:47]1[c:48]2[cH:49][cH:50][cH:51][cH:52][c:53]2[n:54][n:55]1>>[N+:1](=[O:2])([O-:3])[c:4]1[cH:5][cH:6][c:7]([NH:23][CH:24]2[CH2:25][CH2:26][N:27]([C:31]([CH3:30])=[O:32])[CH2:28][CH2:29]2)[c:8]([C:9](=[O:10])[NH:11][CH2:12][c:13]2[cH:14][c:15]3[c:16]([cH:20][cH:21]2)[O:17][CH2:18][O:19]3)[cH:22]1. Reactants: NC1=C(CO)C=C(C=C1)OC (2-amino-5-methoxy-benzyl alcohol), S(=O)(Cl)Cl (thionyl chloride), CNC (dimethylamine). The solvent is C(Cl)Cl (methylenechloride). The product is NC1=C(CN(C)C)C=C(C=C1)OC (2-Amino-N,N-dimethyl-5-methoxy-benzylamine). As a reaction SMILES: [NH2:1][C:2]1[CH:9]=[CH:8][C:7]([O:10][CH3:11])=[CH:6][C:3]=1[CH2:4]O.S(Cl)(Cl)=O.[CH3:16][NH:17][CH3:18]>C(Cl)Cl>[NH2:1][C:2]1[CH:9]=[CH:8][C:7]([O:10][CH3:11])=[CH:6][C:3]=1[CH2:4][N:17]([CH3:18])[CH3:16]. Procedure: 2-Amino-N,N-dimethyl-5-methoxy-benzylamine was prepared from 2-amino-5-methoxy-benzyl alcohol, thionyl chloride and dimethylamine analogous to Example 1. Proof of structure by IR-, UV- and NMR-spectra. IR-spectrum (methylenechloride): 3280 cm-1NH2 ; 3420 cm-1NH2 ; 2780 cm-1N(CH3)2 ; 2830 cm-1OCH3 ; 1600 cm-1C=C.